Dataset: the Open Reaction Database (ORD), a public repository of structured organic reaction records. Task: describe an organic reaction: reactants, conditions, products, and yield The reactants are COC(=O)C(C)(C)NC(=O)c1sc2ccc(F)cc2c1OCc1nc2ccccc2s1, CO, Cl, [Na+], [OH-]. The product is CC(C)(NC(=O)c1sc2ccc(F)cc2c1OCc1nc2ccccc2s1)C(=O)O. Reaction SMILES: [CH3:1][O:2][C:3]([C:4]([CH3:5])([CH3:6])[NH:7][C:8](=[O:9])[c:10]1[c:11]([O:20][CH2:21][c:22]2[s:23][c:24]3[c:25]([n:26]2)[cH:27][cH:28][cH:29][cH:30]3)[c:12]2[c:13]([s:14]1)[cH:15][cH:16][c:17]([F:19])[cH:18]2)=[O:31].[CH3:33][OH:34].[ClH:32].[Na+:36].[OH-:35]>>[O:2]=[C:3]([C:4]([CH3:5])([CH3:6])[NH:7][C:8](=[O:9])[c:10]1[c:11]([O:20][CH2:21][c:22]2[s:23][c:24]3[c:25]([n:26]2)[cH:27][cH:28][cH:29][cH:30]3)[c:12]2[c:13]([s:14]1)[cH:15][cH:16][c:17]([F:19])[cH:18]2)[OH:31]. Reaction SMILES: [CH3:18][C:19](=[O:20])[CH3:21].[I-:17].[Na+:16].[c:1]1([CH2:7][CH2:8][CH2:9][CH2:10][CH2:11][CH2:12][CH2:13][CH2:14][Cl:15])[cH:2][cH:3][cH:4][cH:5][cH:6]1>>[c:1]1([CH2:7][CH2:8][CH2:9][CH2:10][CH2:11][CH2:12][CH2:13][CH2:14][I:17])[cH:2][cH:3][cH:4][cH:5][cH:6]1. Product: ICCCCCCCCc1ccccc1. Reactants: CC(C)=O, [I-], [Na+], ClCCCCCCCCc1ccccc1. Reactants: O=Cc1ccc(Br)cc1F, OB(O)c1ccccc1. The product is O=Cc1ccc(-c2ccccc2)cc1F. RXN SMILES: [Br:1][c:2]1[cH:3][c:4]([F:10])[c:5]([CH:6]=[O:7])[cH:8][cH:9]1.[OH:11][B:12]([OH:13])[c:14]1[cH:15][cH:16][cH:17][cH:18][cH:19]1>>[c:2]1(-[c:14]2[cH:15][cH:16][cH:17][cH:18][cH:19]2)[cH:3][c:4]([F:10])[c:5]([CH:6]=[O:7])[cH:8][cH:9]1. The reactants are CN(C1CCC(O)CC1)S(=O)(=O)c1ccc(Br)cc1, BrCCCCCCBr. The product is CN(C1CCC(OCCCCCCBr)CC1)S(=O)(=O)c1ccc(Br)cc1. As a reaction SMILES: [Br:1][c:2]1[cH:3][cH:4][c:5]([S:8](=[O:9])(=[O:10])[N:11]([CH3:12])[CH:13]2[CH2:14][CH2:15][CH:16]([OH:19])[CH2:17][CH2:18]2)[cH:6][cH:7]1.[Br:20][CH2:21][CH2:22][CH2:23][CH2:24][CH2:25][CH2:26][Br:27]>>[Br:1][c:2]1[cH:3][cH:4][c:5]([S:8](=[O:9])(=[O:10])[N:11]([CH3:12])[CH:13]2[CH2:14][CH2:15][CH:16]([O:19][CH2:26][CH2:25][CH2:24][CH2:23][CH2:22][CH2:21][Br:20])[CH2:17][CH2:18]2)[cH:6][cH:7]1. Procedure details: To a stirred solution of 25.6 parts of intermediate 65, namely N-[4-benzoyl-2-(dimethoxymethyl)phenyl]acetamide, in 119 parts of methanol were added portionwise 10.72 parts of sodium tetrahydroborate. Stirring was continued for a while at 60° C. and over weekend at room temperature. The reaction mixture was evaporated and the residue was taken up in water. The product was extracted with dichloromethane (2×) and the combined extracts were dried, filtered and evaporated. The residue was purified b... Yields the product 13.1, COC(C1=C(C=CC(=C1)C(C1=CC=CC=C1)O)NC(C)=O)OC (N-[2-(dimethoxymethyl)-4-(hydroxyphenylmethyl)phenyl]acetamide). Isolated yield 50.8%. The reactants are 25.6, intermediate 65, C(C1=CC=CC=C1)(=O)C1=CC(=C(C=C1)NC(C)=O)C(OC)OC (N-[4-benzoyl-2-(dimethoxymethyl)phenyl]acetamide), [BH4-].[Na+] (sodium tetrahydroborate). Reaction SMILES: [C:1]([C:9]1[CH:14]=[CH:13][C:12]([NH:15][C:16](=[O:18])[CH3:17])=[C:11]([CH:19]([O:22][CH3:23])[O:20][CH3:21])[CH:10]=1)(=[O:8])[C:2]1[CH:7]=[CH:6][CH:5]=[CH:4][CH:3]=1.[BH4-].[Na+]>CO>[CH3:21][O:20][CH:19]([O:22][CH3:23])[C:11]1[CH:10]=[C:9]([CH:1]([OH:8])[C:2]2[CH:7]=[CH:6][CH:5]=[CH:4][CH:3]=2)[CH:14]=[CH:13][C:12]=1[NH:15][C:16](=[O:18])[CH3:17] |f:1.2|. The solvent is CO (methanol). Starting materials: COc1cc2c(=O)[nH]c3c(S(=O)(=O)c4ccccc4)nnn3c2cc1OC, CCCC[N+](CCCC)(CCCC)CCCC, [Cl-], O=P(Cl)(Cl)Cl. Product: COc1cc2c(Cl)nc3c(S(=O)(=O)c4ccccc4)nnn3c2cc1OC. As a reaction SMILES: [CH3:1][O:2][c:3]1[cH:4][c:5]2[c:6](=[O:27])[nH:7][c:8]3[n:9]([c:10]2[cH:11][c:12]1[O:13][CH3:14])[n:15][n:16][c:17]3[S:18](=[O:19])(=[O:20])[c:21]1[cH:22][cH:23][cH:24][cH:25][cH:26]1.[CH3:34][CH2:35][CH2:36][CH2:37][N+:38]([CH2:39][CH2:40][CH2:41][CH3:42])([CH2:43][CH2:44][CH2:45][CH3:46])[CH2:47][CH2:48][CH2:49][CH3:50].[Cl-:33].[P:28]([Cl:29])([Cl:30])([Cl:31])=[O:32]>>[CH3:1][O:2][c:3]1[cH:4][c:5]2[c:6]([Cl:30])[n:7][c:8]3[n:9]([c:10]2[cH:11][c:12]1[O:13][CH3:14])[n:15][n:16][c:17]3[S:18](=[O:19])(=[O:20])[c:21]1[cH:22][cH:23][cH:24][cH:25][cH:26]1. Reactants: FC=1C=C2C=CN(C(C2=CC1C1=CC=CC=C1)=O)CC1=CC=C(C=C1)OC (6-Fluoro-2-(4-methoxy-benzyl)-7-phenyl-2H-isoquinolin-1-one), BrC1=C(C=C2C=CN(C(C2=C1)=O)CC1=CC=C(C=C1)OC)F (7-Bromo-6-fluoro-2-(4-methoxy-benzyl)-2H-isoquinolin-1-one), C(C)B(O)O (ethylboronic acid). The product is C(C)C1=C(C=C2C=CN(C(C2=C1)=O)CC1=CC=C(C=C1)OC)F (7-Ethyl-6-fluoro-2-(4-methoxy-benzyl)-2H-isoquinolin-1-one). As a reaction SMILES: [F:1][C:2]1[CH:3]=[C:4]2[C:9](=[CH:10][C:11]=1[C:12]1C=CC=C[CH:13]=1)[C:8](=[O:18])[N:7]([CH2:19][C:20]1[CH:25]=[CH:24][C:23]([O:26][CH3:27])=[CH:22][CH:21]=1)[CH:6]=[CH:5]2.BrC1C=C2C(C=CN(CC3C=CC(OC)=CC=3)C2=O)=CC=1F.C(B(O)O)C>>[CH2:12]([C:11]1[CH:10]=[C:9]2[C:4]([CH:5]=[CH:6][N:7]([CH2:19][C:20]3[CH:25]=[CH:24][C:23]([O:26][CH3:27])=[CH:22][CH:21]=3)[C:8]2=[O:18])=[CH:3][C:2]=1[F:1])[CH3:13]. Reported procedure: The title compound was synthesized following the method described for 6-fluoro-2-(4-methoxy-benzyl)-7-phenyl-2H-isoquinolin-1-one (315) starting from 7-bromo-6-fluoro-2-(4-methoxy-benzyl)-2H-isoquinolin-1-one (313) and ethylboronic acid. Rt=1.69 min (Method C). Detected mass: 312.4 (M+H+).